Task: describe an organic reaction: reactants, conditions, products, and yield. Dataset: the Open Reaction Database (ORD), a public repository of structured organic reaction records Reactants: C1(=CC=CC=C1)NC(=O)C1(CC1)C(=O)O (1-(phenylcarbamoyl)cyclopropanecarboxylic acid), O (Water), NC1=CC(=C(OC2=CC3=C(N=C(S3)NC(=O)C3CC3)C=C2)C=C1)F (N-[6-(4-amino-2-fluorophenoxy)-1,3-benzothiazol-2-yl]cyclopropanecarboxamide). The reagents and catalysts are CN(C=O)C (N,N-dimethylformamide), C(C(=O)Cl)(=O)Cl (oxalyl chloride). Run in O1CCCC1 (tetrahydrofuran), CN(C(C)=O)C (N,N-dimethylacetamide). Run at time 3 hour. Product: C1(CC1)C(=O)NC=1SC2=C(N1)C=CC(=C2)OC2=C(C=C(C=C2)NC(=O)C2(CC2)C(=O)NC2=CC=CC=C2)F (N-[4-({2-[(cyclopropylcarbonyl)amino]-1,3-benzothiazol-6-yl}oxy)-3-fluorophenyl]-N′-phenylcyclopropane-1,1-dicarboxamide). Yield: 56.8%. Reaction SMILES: [C:1]1([NH:7][C:8]([C:10]2([C:13]([OH:15])=O)[CH2:12][CH2:11]2)=[O:9])[CH:6]=[CH:5][CH:4]=[CH:3][CH:2]=1.[NH2:16][C:17]1[CH:38]=[CH:37][C:20]([O:21][C:22]2[CH:36]=[CH:35][C:25]3[N:26]=[C:27]([NH:29][C:30]([CH:32]4[CH2:34][CH2:33]4)=[O:31])[S:28][C:24]=3[CH:23]=2)=[C:19]([F:39])[CH:18]=1.O>O1CCCC1.CN(C)C=O.CN(C)C(=O)C.C(Cl)(=O)C(Cl)=O>[CH:32]1([C:30]([NH:29][C:27]2[S:28][C:24]3[CH:23]=[C:22]([O:21][C:20]4[CH:37]=[CH:38][C:17]([NH:16][C:13]([C:10]5([C:8]([NH:7][C:1]6[CH:2]=[CH:3][CH:4]=[CH:5][CH:6]=6)=[O:9])[CH2:11][CH2:12]5)=[O:15])=[CH:18][C:19]=4[F:39])[CH:36]=[CH:35][C:25]=3[N:26]=2)=[O:31])[CH2:33][CH2:34]1. Procedure: To a solution of 1-(phenylcarbamoyl)cyclopropanecarboxylic acid (214 mg, 1.04 mmol) in tetrahydrofuran (2 mL) were added oxalyl chloride (178 μL, 2.08 μmol) and N,N-dimethylformamide (2 drops) under ice-cooling, and the mixture was stirred at room temperature for 3 hr. The solvent was evaporated under reduced pressure. To a solution of the obtained residue in N,N-dimethylacetamide (5 mL) was added N-[6-(4-amino-2-fluorophenoxy)-1,3-benzothiazol-2-yl]cyclopropanecarboxamide (275 mg, 0.80 mmol), a... Starting materials: COc1cc2c(cc1CC1COC(C)(C)O1)NC(=O)CC2, CO, Cl, C1CCOC1. The product is COc1cc2c(cc1CC(O)CO)NC(=O)CC2. RXN SMILES: [CH3:1][C:2]1([CH3:21])[O:3][CH2:4][CH:5]([CH2:7][c:8]2[c:9]([O:19][CH3:20])[cH:10][c:11]3[c:16]([cH:17]2)[NH:15][C:14](=[O:18])[CH2:13][CH2:12]3)[O:6]1.[CH3:28][OH:29].[ClH:22].[O:23]1[CH2:24][CH2:25][CH2:26][CH2:27]1>>[OH:3][CH2:4][CH:5]([OH:6])[CH2:7][c:8]1[c:9]([O:19][CH3:20])[cH:10][c:11]2[c:16]([cH:17]1)[NH:15][C:14](=[O:18])[CH2:13][CH2:12]2. Starting materials: C[C@@H]1CC[C@H](CC1)NC(C=CC1=CC(=C(C=C1)OCCCCCCl)OC)=O (N-(trans-4-methylcyclohexyl)-4-(5-chloropentyloxy)-3-methoxycinnamamide), CNC (dimethylamine). Solvent: CC(=O)CC(C)C (methylisobutylketone). Product: C[C@@H]1CC[C@H](CC1)NC(C=CC1=CC(=C(C=C1)OCCCCCN(C)C)OC)=O (N-(trans-4-methylcyclohexyl)-4-(5-dimethylaminopentyloxy)-3-methoxycinnamamide). As a reaction SMILES: [CH3:1][C@H:2]1[CH2:7][CH2:6][C@H:5]([NH:8][C:9](=[O:27])[CH:10]=[CH:11][C:12]2[CH:17]=[CH:16][C:15]([O:18][CH2:19][CH2:20][CH2:21][CH2:22][CH2:23]Cl)=[C:14]([O:25][CH3:26])[CH:13]=2)[CH2:4][CH2:3]1.[CH3:28][NH:29][CH3:30]>CC(CC(C)C)=O>[CH3:1][C@H:2]1[CH2:7][CH2:6][C@H:5]([NH:8][C:9](=[O:27])[CH:10]=[CH:11][C:12]2[CH:17]=[CH:16][C:15]([O:18][CH2:19][CH2:20][CH2:21][CH2:22][CH2:23][N:29]([CH3:30])[CH3:28])=[C:14]([O:25][CH3:26])[CH:13]=2)[CH2:4][CH2:3]1. Reported procedure: Using 5 g of N-(trans-4-methylcyclohexyl)-4-(5-chloropentyloxy)-3-methoxycinnamamide (Example 132), 100 ml of methylisobutylketone, and 150 ml of 50% aqueous dimethylamine solution, a reaction similar to that conducted in Example 107 was carried out. As a result, 3.17 g of N-(trans-4-methylcyclohexyl)-4-(5-dimethylaminopentyloxy)-3-methoxycinnamamide (a compound of the present invention) was obtained as white crystal, which had the following physiochemical properties: Reactants: C(CCCCCCCCCCCCCCC)OC[C@@H](O)COC(C1=CC=CC=C1)(C1=CC=CC=C1)C1=CC=CC=C1 ((R)-1-hexadecyl-3-trityl-sn-glycerol), O (water), [OH-].[K+] (KOH), 3-hexenyl-1-methane sulfonate. The solvent is C1=CC=CC=C1 (benzene), petroleum ether, C1=CC=CC=C1 (benzene), petroleum ether. Reaction conditions: time 2 hour. Product: C(CCCCCCCCCCCCCCC)OC[C@@H](OCCC=CCC)COC(C1=CC=CC=C1)(C1=CC=CC=C1)C1=CC=CC=C1 ((R)-1-hexadecyl-2-(3 hexenyl)-3-trityl-sn-glycerol). The yield is 195.4%. RXN SMILES: [CH2:1]([O:17][CH2:18][C@H:19]([CH2:21][O:22][C:23]([C:36]1[CH:41]=[CH:40][CH:39]=[CH:38][CH:37]=1)([C:30]1[CH:35]=[CH:34][CH:33]=[CH:32][CH:31]=1)[C:24]1[CH:29]=[CH:28][CH:27]=[CH:26][CH:25]=1)[OH:20])[CH2:2][CH2:3][CH2:4][CH2:5][CH2:6][CH2:7][CH2:8][CH2:9][CH2:10][CH2:11][CH2:12][CH2:13][CH2:14][CH2:15][CH3:16].[OH-].[K+].O>C1C=CC=CC=1>[CH2:1]([O:17][CH2:18][C@H:19]([CH2:21][O:22][C:23]([C:36]1[CH:37]=[CH:38][CH:39]=[CH:40][CH:41]=1)([C:30]1[CH:31]=[CH:32][CH:33]=[CH:34][CH:35]=1)[C:24]1[CH:29]=[CH:28][CH:27]=[CH:26][CH:25]=1)[O:20][CH2:1][CH2:2][CH:3]=[CH:4][CH2:5][CH3:6])[CH2:2][CH2:3][CH2:4][CH2:5][CH2:6][CH2:7][CH2:8][CH2:9][CH2:10][CH2:11][CH2:12][CH2:13][CH2:14][CH2:15][CH3:16] |f:1.2|. Reported procedure: 10.60 grams of (R)-1-hexadecyl-3-trityl-sn-glycerol was dissolved in a mixture of 50 ml benzene and 50 ml petroleum ether. 16.65 grams of powdered KOH was added, and the reaction mixture was heated to reflux under nitrogen. A solution of 10 ml 3-hexenyl-1-methane sulfonate in 50 ml benzene and 200 ml petroleum ether was added dropwise to the refluxing reaction mixture over the course of over 10 hours while removing the water formed in the reaction by azeotropic distillation. After completion of ... Procedure details: Sodium hydride (1.52 g, (60%)) and 6 g of 2-quinoline thiol were stirred together at 0° C. in 50 mL DMF. After the initial H2 evolution had subsided, the mixture was stirred at room temperature for 21/2 hours. The mixture was then cooled to 0° C. and 2-(ethoxy)(methanesulfonyloxy-methyl)phosphinoyl-methyl-4-methylpentanoic acid ethyl ester (12.8 g) in 10 mL DMF was added via cannula and the resulting mixture was then stirred for 18 hours, slowly warming to room temperature. The DMF was removed b... As a reaction SMILES: [H-].[Na+].[N:3]1[C:12]2[C:7](=[CH:8][CH:9]=[CH:10][CH:11]=2)[CH:6]=[CH:5][C:4]=1[SH:13].[CH2:14]([O:16][C:17](=[O:35])[C:18]([CH3:34])([O:31][CH2:32][CH3:33])[CH:19]([PH:23](COS(C)(=O)=O)=[O:24])[CH:20]([CH3:22])[CH3:21])[CH3:15].[CH3:36]N(C=O)C>>[CH2:14]([O:16][C:17](=[O:35])[C:18]([CH3:34])([O:31][CH2:32][CH3:33])[C:19]([CH2:36][S:13][C:4]1[CH:5]=[CH:6][C:7]2[C:12](=[CH:11][CH:10]=[CH:9][CH:8]=2)[N:3]=1)([PH2:23]=[O:24])[CH:20]([CH3:21])[CH3:22])[CH3:15] |f:0.1|. Yields the product C(C)OC(C(C(C(C)C)([PH2]=O)CSC1=NC2=CC=CC=C2C=C1)(OCC)C)=O (2-(ethoxy)(quinolin-2-ylthiomethyl)-phosphinoyl-methyl-4-methylpentanoic acid ethyl ester). Reaction conditions: time 2 hour. Yield: 80.0%. Reactants: [H-].[Na+] (Sodium hydride), N1=C(C=CC2=CC=CC=C12)S (2-quinoline thiol), CN(C)C=O (DMF), C(C)OC(C(C(C(C)C)P(=O)COS(=O)(=O)C)(OCC)C)=O (2-(ethoxy)(methanesulfonyloxy-methyl)phosphinoyl-methyl-4-methylpentanoic acid ethyl ester), CN(C)C=O (DMF). Reactants: C(C)O (ethanol), C(C)(=O)C1C(OC(C1)CCC)=O (3-acetyl-5-propyl-dihydro-2 (3H)-furanone), C(C(C)O)O (propylene glycol), C1CCCCC1 (cyclohexane). The reagents and catalysts are S(O)(O)(=O)=O (sulfuric acid), S(=O)(=O)(O)[O-].[Na+] (sodium hydrogen sulfate), [OH-].[Na+] (sodium hydroxide). The solvent is O (water). Conditions: temperature 110 celsius. Product: C(CC)C1OC(=C(C1)C(=O)OCC)C (2 -propyl-4-carbethoxy-5-methyl-2,3-dihydrofuran). The yield is 126.8%. RXN SMILES: C(C1[CH2:8][CH:7](CCC)[O:6][C:5]1=[O:12])(=O)C.[CH2:13](O)[CH:14]([OH:16])[CH3:15].[CH2:18]1[CH2:23][CH2:22][CH2:21][CH2:20]C1.C(O)C>S([O-])(O)(=O)=O.[Na+].S(=O)(=O)(O)O.[OH-].[Na+].O>[CH2:22]([CH:21]1[CH2:20][C:13]([C:5]([O:6][CH2:7][CH3:8])=[O:12])=[C:14]([CH3:15])[O:16]1)[CH2:23][CH3:18] |f:4.5,7.8|. Procedure: A mixture of 201.3 grams of crude 3-acetyl-5-propyl-dihydro-2 (3H)-furanone (1.18 mols), 90.0 grams of propylene glycol (1.18 mols), 50.3 grams of cyclohexane and 1.16 grams of sodium hydrogen sulfate were heated and refluxed for four hours. The water produced by reaction was collected in a Dean Stark trap. After refluxing for 4 hours, the cyclohexane was stripped from the reaction mixture at 80° C. and a vacuum which increased up to 20 inches vacuum. To the residue was added 271.4 grams of anhy... Reactants: Cl.NN1CCOCC2=C1C=CC=C2 (1-amino-1,2,3,5-tetrahydro-4,1-benzoxazepine hydrochloride), CN1CCC(CC1)=O (1-methyl-4-piperidone). The product is Cl.CN1CC2=C(N3CCOCC4=C3C2=CC=C4)CC1 (1,2,8,9,10,11-hexahydro-9-methyl-4H-pyrido[3',4':4,5]pyrrolo[3,2,1-jk][4,1]benzoxazepine hydrochloride). RXN SMILES: [ClH:1].N[N:3]1[C:9]2[CH:10]=[CH:11][CH:12]=[CH:13][C:8]=2[CH2:7][O:6][CH2:5][CH2:4]1.[CH3:14][N:15]1[CH2:20][CH2:19][C:18](=O)[CH2:17][CH2:16]1>>[ClH:1].[CH3:14][N:15]1[CH2:20][CH2:19][C:18]2[N:3]3[C:9]4[C:10](=[CH:11][CH:12]=[CH:13][C:8]=4[CH2:7][O:6][CH2:5][CH2:4]3)[C:17]=2[CH2:16]1 |f:0.1,3.4|. Reported procedure: By a procedure similar to that described in Example 110, 1-amino-1,2,3,5-tetrahydro-4,1-benzoxazepine hydrochloride is reacted with 1-methyl-4-piperidone to yield the title compound, m.p. 286°-288° . Reported procedure: 1,3-Bis(cyclohexylmethyl)-5,6-diaminouracil was prepared as in part (d) of Example 1 by reduction of 1, 6-amino 1,3-bis(cyclohexylmethyl)-5-nitrosouracil (1.00 g) and immediately condensed with 4-formylbenzoic acid (Aldrich, 1.424 g) by the method of J. Perumattam (Synthetic Commun. 1989, 19: 3367-3370) to give title compound as an off-white solid an off-white solid (720 mg, 54%), m.p. >300° C.; 1H-NMR (DMSO-d6) consistent with structure. Reaction SMILES: [CH:1]1([CH2:7][N:8]2[C:16](=[O:17])[C:15]3[N:14]=C(C4C=CC(/C=C/C(O)=O)=CC=4)[NH:12][C:11]=3[N:10]([CH2:29][CH:30]3[CH2:35][CH2:34][CH2:33][CH2:32][CH2:31]3)[C:9]2=[O:36])[CH2:6][CH2:5][CH2:4][CH2:3][CH2:2]1.NC1N(CC2CCCCC2)C(=O)N(CC2CCCCC2)C(=O)C=1N=O.C(C1C=CC(C(O)=O)=CC=1)=O>>[CH:30]1([CH2:29][N:10]2[C:11]([NH2:12])=[C:15]([NH2:14])[C:16](=[O:17])[N:8]([CH2:7][CH:1]3[CH2:6][CH2:5][CH2:4][CH2:3][CH2:2]3)[C:9]2=[O:36])[CH2:31][CH2:32][CH2:33][CH2:34][CH2:35]1. The reactants are C1(CCCCC1)CN1C(N(C=2NC(=NC2C1=O)C1=CC=C(/C=C/C(=O)O)C=C1)CC1CCCCC1)=O ((E)-4-[1,3 bis(cyclohexylmethyl)-1,2,3,6-tetrahydro-2,6-dioxo-9H-purin-8-yl]cinnamic acid), NC1=C(C(N(C(N1CC1CCCCC1)=O)CC1CCCCC1)=O)N=O (6-amino 1,3-bis(cyclohexylmethyl)-5-nitrosouracil), C(=O)C1=CC=C(C(=O)O)C=C1 (4-formylbenzoic acid). Yields the product C1(CCCCC1)CN1C(=O)N(C(=O)C(=C1N)N)CC1CCCCC1 (1,3-Bis(cyclohexylmethyl)-5,6-diaminouracil), solid. Isolated yield 54.0%. The reactants are CC(C)CON, CCO, O=C(Cc1cccnc1)c1ccc(Cl)cc1Cl, Cl, [Na+], [Na+], O=C([O-])[O-]. Product: CC(C)CON=C(Cc1cccnc1)c1ccc(Cl)cc1Cl. RXN SMILES: [CH2:25]([CH:26]([CH3:27])[CH3:28])[O:29][NH2:30].[CH3:31][CH2:32][OH:33].[Cl:1][c:2]1[c:3]([C:9]([CH2:10][c:11]2[cH:12][n:13][cH:14][cH:15][cH:16]2)=[O:17])[cH:4][cH:5][c:6]([Cl:8])[cH:7]1.[ClH:24].[Na+:18].[Na+:19].[O-:20][C:21](=[O:22])[O-:23]>>[Cl:1][c:2]1[c:3]([C:9]([CH2:10][c:11]2[cH:12][n:13][cH:14][cH:15][cH:16]2)=[N:30][O:29][CH2:25][CH:26]([CH3:27])[CH3:28])[cH:4][cH:5][c:6]([Cl:8])[cH:7]1. Starting materials: [H-].[Na+] (sodium hydride), Cl (HCl), C(C)OC(CS(=O)(=O)C)=O (ethyl(methylsulphonyl)acetate), FC1=CC=C(C=C1)C1=CC=C(C=C1)CCI (4-fluoro-4′-(2-iodoethyl)biphenyl). Run in CN(C)C=O (DMF), CN(C)C=O (DMF). The product is FC1=CC=C(C=C1)C1=CC=C(C=C1)CCC(C(=O)OCC)S(=O)(=O)C (Ethyl 4-(4′-fluorobiphenyl-4-yl)-2-(methylsulfonyl)butanoate). Isolated yield 70.3%. RXN SMILES: [CH2:1]([O:3][C:4](=[O:10])[CH2:5][S:6]([CH3:9])(=[O:8])=[O:7])[CH3:2].[H-].[Na+].[F:13][C:14]1[CH:19]=[CH:18][C:17]([C:20]2[CH:25]=[CH:24][C:23]([CH2:26][CH2:27]I)=[CH:22][CH:21]=2)=[CH:16][CH:15]=1.Cl>CN(C=O)C>[F:13][C:14]1[CH:15]=[CH:16][C:17]([C:20]2[CH:25]=[CH:24][C:23]([CH2:26][CH2:27][CH:5]([S:6]([CH3:9])(=[O:8])=[O:7])[C:4]([O:3][CH2:1][CH3:2])=[O:10])=[CH:22][CH:21]=2)=[CH:18][CH:19]=1 |f:1.2|. Procedure: A mixture of ethyl(methylsulphonyl)acetate (330 mg, 1.99 mmol) in 4 mL of DMF was treated with sodium hydride (88 mg, 60% dispersion in mineral oil, 2.19 mmol), until effervescence ceased in an ice bath under nitrogen. To this was added 4-fluoro-4′-(2-iodoethyl)biphenyl (650 mg, 1.99 mmol) as a solid and the residual material was dissolved by the addition of DMF (2 mL). The mixture was warmed to room temperature, then heated at 50° C. for 2 hours. The mixture was then cooled to room temperature,...